From a dataset of the Open Reaction Database (ORD), a public repository of structured organic reaction records. describe an organic reaction: reactants, conditions, products, and yield Starting materials: CN(C)C(=O)CCC(=O)O, Cl, Cl, Cl, NC1CCC(CCN2CCN(c3nccc4c3CCO4)CC2)CC1. The product is CN(C)C(=O)CCC(=O)NC1CCC(CCN2CCN(c3nccc4c3CCO4)CC2)CC1. Reaction SMILES: [CH3:28][N:29]([C:30]([CH2:31][CH2:32][C:33](=[O:34])[OH:35])=[O:36])[CH3:37].[ClH:1].[ClH:2].[ClH:3].[O:4]1[CH2:5][CH2:6][c:7]2[c:8]([N:13]3[CH2:14][CH2:15][N:16]([CH2:19][CH2:20][CH:21]4[CH2:22][CH2:23][CH:24]([NH2:27])[CH2:25][CH2:26]4)[CH2:17][CH2:18]3)[n:9][cH:10][cH:11][c:12]21>>[O:4]1[CH2:5][CH2:6][c:7]2[c:8]([N:13]3[CH2:14][CH2:15][N:16]([CH2:19][CH2:20][CH:21]4[CH2:22][CH2:23][CH:24]([NH:27][C:33]([CH2:32][CH2:31][C:30]([N:29]([CH3:28])[CH3:37])=[O:36])=[O:34])[CH2:25][CH2:26]4)[CH2:17][CH2:18]3)[n:9][cH:10][cH:11][c:12]21. Starting materials: C(C)(=O)NC=1C=C2C(=NC1)C=CS2 (6-acetamidothieno[3,2-b]pyridine), [OH-].[Na+] (sodium hydroxide). Solvent: O (water), C(C)O (ethanol), Cl (hydrochloric acid). Reaction conditions: temperature 80 celsius. Product: NC=1C=C2C(=NC1)C=CS2 (6-Aminothieno[3,2-b]pyridine). Yield: 75.5%. Reaction SMILES: C([NH:4][C:5]1[CH:6]=[C:7]2[S:13][CH:12]=[CH:11][C:8]2=[N:9][CH:10]=1)(=O)C.[OH-].[Na+]>C(O)C.Cl.O>[NH2:4][C:5]1[CH:6]=[C:7]2[S:13][CH:12]=[CH:11][C:8]2=[N:9][CH:10]=1 |f:1.2|. Procedure details: A suspension of 6-acetamidothieno[3,2-b]pyridine (2.29 g, 12 mmol) in ethanol (35 ml) and concentrated hydrochloric acid (15 ml) was warmed at 80° C. for two hours. This mixture was diluted with water and made basic by the addition of sodium hydroxide solution. The product was extracted into methylene chloride, dried over anhydrous sodium sulfate and then filtered through a pad of charcoal and the solvent was evaporated to give pure product (1.36 g, 76% yield), m.p. 121°-123° C.